Dataset: the Open Reaction Database (ORD), a public repository of structured organic reaction records. Task: describe an organic reaction: reactants, conditions, products, and yield Reactants: CN(C)CC1=CC=C(O1)CSCCN (2-[(5-dimethylaminomethyl-2-furyl)methylthio]ethylamine), CN(C)CC1=CC=C(O1)CSCCNC1=NS(N=C1OC)(=O)=O (3-{2-[(5-dimethylaminomethyl-2-furyl)methylthio]ethylamino}-4-methoxy-1,2,5-thiadiazole 1,1-dioxide), S1N=C(C=C1)CSCCN (2-[3-isothiazolylmethylthio]ethylamine), COC1=NS(N=C1OC)(=O)=O (3,4-dimethoxy-1,2,5-thiadiazole 1,1-dioxide). Run in CO (methanol). The product is CN(C)CC1=CC=C(O1)CSCCNC1=NS(N=C1NCCSCC1=NSC=C1)(=O)=O (3-{2-[(5-Dimethylaminomethyl-2-furyl)methylthio]ethylamino}-4-{2-[3-isothiazolylmethylthio]ethylamino}-1,2,5-thiadiazole 1,1-dioxide). As a reaction SMILES: COC1C(OC)=NS(=O)(=O)N=1.CN(CC1OC(CSCCN)=CC=1)C.[CH3:26][N:27]([CH2:29][C:30]1[O:34][C:33]([CH2:35][S:36][CH2:37][CH2:38][NH:39][C:40]2[C:44](OC)=[N:43][S:42](=[O:48])(=[O:47])[N:41]=2)=[CH:32][CH:31]=1)[CH3:28].[S:49]1[CH:53]=[CH:52][C:51]([CH2:54][S:55][CH2:56][CH2:57][NH2:58])=[N:50]1>CO>[CH3:26][N:27]([CH2:29][C:30]1[O:34][C:33]([CH2:35][S:36][CH2:37][CH2:38][NH:39][C:40]2[C:44]([NH:58][CH2:57][CH2:56][S:55][CH2:54][C:51]3[CH:52]=[CH:53][S:49][N:50]=3)=[N:43][S:42](=[O:48])(=[O:47])[N:41]=2)=[CH:32][CH:31]=1)[CH3:28]. Procedure details: When a methanol suspension of 3,4-dimethoxy-1,2,5-thiadiazole 1,1-dioxide is reacted with one equivalent of 2-[(5-dimethylaminomethyl-2-furyl)methylthio]ethylamine according to the procedure described in Example 17, Step A, and the resultant 3-{2-[(5-dimethylaminomethyl-2-furyl)methylthio]ethylamino}-4-methoxy-1,2,5-thiadiazole 1,1-dioxide is treated with one equivalent of 2-[3-isothiazolylmethylthio]ethylamine, the title compound is produced.